This data is from the Open Reaction Database (ORD), a public repository of structured organic reaction records. The task is: describe an organic reaction: reactants, conditions, products, and yield The reactants are C(CCCCCCC)OC1=NSC=C1 (3-n-Octoxyisothiazole), COS(=O)(=O)F (methylfluorosulfonate). Product: FS(=O)(=O)[O-].C[N+]=1SC=CC1OCCCCCCCC (2-methyl-3-n-octyloxyisothiazolium fluorosulfonate). As a reaction SMILES: [CH2:1]([O:9][C:10]1[CH:14]=[CH:13][S:12][N:11]=1)[CH2:2][CH2:3][CH2:4][CH2:5][CH2:6][CH2:7][CH3:8].[CH3:15][O:16][S:17]([F:20])(=[O:19])=[O:18]>>[F:20][S:17]([O-:19])(=[O:18])=[O:16].[CH3:15][N+:11]1[S:12][CH:13]=[CH:14][C:10]=1[O:9][CH2:1][CH2:2][CH2:3][CH2:4][CH2:5][CH2:6][CH2:7][CH3:8] |f:2.3|. Procedure: 3-n-Octoxyisothiazole (5.0 g, 0.023 mol) and 6 ml of methylfluorosulfonate were heated to 70° for 1 hr. After cooling, the solid was washed with ether to yield 6.4 g of 2-methyl-3-n-octyloxyisothiazolium fluorosulfonate, mp 39°-41°. Spectral data (NMR & IR) were consistent with the assigned structure.